From a dataset of the Open Reaction Database (ORD), a public repository of structured organic reaction records. describe an organic reaction: reactants, conditions, products, and yield Starting materials: ClC1=C(C(=CC=C1)Cl)CS(=O)(=O)C=1C=C2CC(NC2=CC1)=O (5-(2,6-Dichloro-phenylmethanesulfonyl)-1,3-dihydro-indol-2-one), CC1=C(NC(=C1C1CCN(CC1)C)C)C=O (3,5-dimethyl-4-(1-methyl-piperidin-4-yl)-1H-pyrrole-2-carbaldehyde). Yields the product ClC1=C(C(=CC=C1)Cl)CS(=O)(=O)C=1C=C2/C(/C(NC2=CC1)=O)=C/C=1NC(=C(C1C)C1CCN(CC1)C)C (5-(2,6-Dichloro-phenylmethanesulfonyl)-3-[1-[3,5-dimethyl-4-(1-methyl-piperidin-4-yl)-1H-pyrrol-2-yl]-meth-(Z)-ylidene]-1,3-dihydro-indol-2-one). RXN SMILES: [Cl:1][C:2]1[CH:7]=[CH:6][CH:5]=[C:4]([Cl:8])[C:3]=1[CH2:9][S:10]([C:13]1[CH:14]=[C:15]2[C:19](=[CH:20][CH:21]=1)[NH:18][C:17](=[O:22])[CH2:16]2)(=[O:12])=[O:11].[CH3:23][C:24]1[C:28]([CH:29]2[CH2:34][CH2:33][N:32]([CH3:35])[CH2:31][CH2:30]2)=[C:27]([CH3:36])[NH:26][C:25]=1[CH:37]=O>>[Cl:8][C:4]1[CH:5]=[CH:6][CH:7]=[C:2]([Cl:1])[C:3]=1[CH2:9][S:10]([C:13]1[CH:14]=[C:15]2[C:19](=[CH:20][CH:21]=1)[NH:18][C:17](=[O:22])/[C:16]/2=[CH:37]\[C:25]1[NH:26][C:27]([CH3:36])=[C:28]([CH:29]2[CH2:34][CH2:33][N:32]([CH3:35])[CH2:31][CH2:30]2)[C:24]=1[CH3:23])(=[O:12])=[O:11]. Reported procedure: 5-(2,6-Dichloro-phenylmethanesulfonyl)-1,3-dihydro-indol-2-one was condensed with 3,5-dimethyl-4-(1-methyl-piperidin-4-yl)-1H-pyrrole-2-carbaldehyde to give the titled compound.